From a dataset of the Open Reaction Database (ORD), a public repository of structured organic reaction records. describe an organic reaction: reactants, conditions, products, and yield Reactants: CS(=O)(=O)O (methanesulfonic acid), C(=S)(Cl)Cl (thiophosgene), C1CCC(CC1)(C2=CC(=CC=C2)N)N3CCCCC3 (m-amino-PCP), CS(=O)(=O)[O-] (methanesulfonate), hydrochloride salts, C([O-])(O)=O.[Na+] (sodium bicarbonate). Solvent: O1CCCC1 (tetrahydrofuran), C(Cl)(Cl)Cl (chloroform), C(Cl)(Cl)Cl (chloroform), O (water). Reaction conditions: time 5 minute. The product is C1CCC(CC1)(C2=CC(=CC=C2)N=C=S)N3CCCCC3 (Metaphit), methanesulfonate salt. The yield is 98.0%. RXN SMILES: [CH3:1][S:2]([O-])(=O)=O.[CH2:6]1[CH2:11][CH2:10][C:9]([N:19]2[CH2:24][CH2:23][CH2:22][CH2:21][CH2:20]2)([C:12]2[CH:17]=[CH:16][CH:15]=[C:14]([NH2:18])[CH:13]=2)[CH2:8][CH2:7]1.C(=O)(O)[O-].[Na+].C(Cl)(Cl)=S.CS(O)(=O)=O>C(Cl)(Cl)Cl.O.O1CCCC1>[CH2:6]1[CH2:11][CH2:10][C:9]([N:19]2[CH2:20][CH2:21][CH2:22][CH2:23][CH2:24]2)([C:12]2[CH:17]=[CH:16][CH:15]=[C:14]([N:18]=[C:1]=[S:2])[CH:13]=2)[CH2:8][CH2:7]1 |f:2.3|. Procedure: Metaphit was prepared as methanesulfonate and hydrochloride salts. To a vigorously stirred two-phase system consisting of 4.65 g (18 mmol) of m-amino-PCP (1-(1-(3-aminophenyl)cyclohexyl)piperidine) in 50 ml of chloroform and 756 mg (90 mmol) of sodium bicarbonate in 25 ml water, was added a solution of 1.45 ml (2.29 g, 19 mmol) of freshly distilled thiophosgene in 10 ml of chloroform. The mixture was stirred for 5 minutes, then the phases were separated and the aqueous phase was washed once with... Reactants: COc1ccc2cc(C(C)C(=O)O)ccc2c1, COc1ccc(N)cc1C. Reagents/catalysts: ClP(=O)(Oc1ccccc1)Oc2ccccc2 (DEPC), CCN(C(C)C)C(C)C (DIPEA). Solvent: CN(C)C=O (DMF), CN(C)C=O (DMF), CN(C)C=O (DMF), CN(C)C=O (DMF), CN(C)C=O (DMF), CN(C)C=O (DMF). Run at temperature 25 celsius, time 2 hour. Product: COc1ccc2cc(C(C)C(=O)Nc3ccc(OC)c(C)c3)ccc2c1. Yield: 1.1%. RXN SMILES: COc1ccc(N)cc1C.COc1ccc2cc(C(C)C(=O)O)ccc2c1.CCOP(=O)(C#N)OCC.CCN(C(C)C)C(C)C.CN(C)C=O>>COc1ccc2cc(C(C)C(=O)Nc3ccc(OC)c(C)c3)ccc2c1.